Dataset: the Open Reaction Database (ORD), a public repository of structured organic reaction records. Task: describe an organic reaction: reactants, conditions, products, and yield The reactants are Br, N#CC(C(=O)c1ccncc1)c1ccc(F)cc1, CCO, [Na]. The product is O=C(Cc1ccc(F)cc1)c1ccncc1. RXN SMILES: [BrH:20].[C:2](#[N:3])[CH:4]([C:5](=[O:6])[c:7]1[cH:8][cH:9][n:10][cH:11][cH:12]1)[c:13]1[cH:14][cH:15][c:16]([F:19])[cH:17][cH:18]1.[CH3:21][CH2:22][OH:23].[Na:1]>>[CH2:4]([C:5](=[O:6])[c:7]1[cH:8][cH:9][n:10][cH:11][cH:12]1)[c:13]1[cH:14][cH:15][c:16]([F:19])[cH:17][cH:18]1. Starting materials: C(C)OC(COC1=CC=2CC3=C(N=C(S3)S)C2C=C1)=O (ethyl[(2-mercapto-8H-indeno[1,2-d]thiazol-6-yl)oxy]acetate), C1(=CC=CC=C1)C(CCI)C1=CC=CC=C1 (3,3-diphenylpropyl iodide). Yields the product C1(=CC=CC=C1)C(CCSC=1SC2=C(N1)C=1C=CC(=CC1C2)OCC(=O)O)C2=CC=CC=C2 ([[2-(3,3-Diphenylpropyl)thio-8H-indeno[1,2-d]thiazol-6-yl]oxy]acetic Acid). Yield: 42.0%. As a reaction SMILES: C([O:3][C:4](=[O:20])[CH2:5][O:6][C:7]1[CH:19]=[CH:18][C:17]2[C:12]3[N:13]=[C:14]([SH:16])[S:15][C:11]=3[CH2:10][C:9]=2[CH:8]=1)C.[C:21]1([CH:27]([C:31]2[CH:36]=[CH:35][CH:34]=[CH:33][CH:32]=2)[CH2:28][CH2:29]I)[CH:26]=[CH:25][CH:24]=[CH:23][CH:22]=1>>[C:21]1([CH:27]([C:31]2[CH:32]=[CH:33][CH:34]=[CH:35][CH:36]=2)[CH2:28][CH2:29][S:16][C:14]2[S:15][C:11]3[CH2:10][C:9]4[CH:8]=[C:7]([O:6][CH2:5][C:4]([OH:3])=[O:20])[CH:19]=[CH:18][C:17]=4[C:12]=3[N:13]=2)[CH:26]=[CH:25][CH:24]=[CH:23][CH:22]=1. Procedure: Using ethyl[(2-mercapto-8H-indeno[1,2-d]thiazol-6-yl)oxy]acetate and 3,3-diphenylpropyl iodide, the procedure of Example 21 was otherwise repeated to synthesize-the title compound. Yield 42%.